The task is: describe an organic reaction: reactants, conditions, products, and yield. This data is from the Open Reaction Database (ORD), a public repository of structured organic reaction records. Solvent: C(C)O (ethanol), O (water), Cl (hydrochloric acid). Product: Cl[C@@H]1[C@@H]2N(C(=C(CS2)COC(C)=O)C(=O)OC(C)(C)C)C1=O (t-butyl 7α-chloro-3-acetoxymethyl-3-cephem-4carboxylate). Reaction SMILES: N[C@H:2]1[C:21](=[O:22])[N:4]2[C:5]([C:14]([O:16][C:17]([CH3:20])([CH3:19])[CH3:18])=[O:15])=[C:6]([CH2:9][O:10][C:11](=[O:13])[CH3:12])[CH2:7][S:8][C@H:3]12.N([O-])=O.[Na+].[Cl-:27].[Na+]>C(O)C.O.Cl>[Cl:27][C@H:2]1[C:21](=[O:22])[N:4]2[C:5]([C:14]([O:16][C:17]([CH3:20])([CH3:19])[CH3:18])=[O:15])=[C:6]([CH2:9][O:10][C:11](=[O:13])[CH3:12])[CH2:7][S:8][C@H:3]12 |f:1.2,3.4|. The reactants are [Cl-].[Na+] (sodium chloride), N(=O)[O-].[Na+] (sodium nitrite), ice, N[C@@H]1[C@@H]2N(C(=C(CS2)COC(C)=O)C(=O)OC(C)(C)C)C1=O (t-butyl 7α-amino-3-acetoxymethyl-3-cephem-4-carboxylate). Procedure: To an ice-cooled solution of t-butyl 7α-amino-3-acetoxymethyl-3-cephem-4-carboxylate (4.0 g, 0.0122 mol) in 75 ml of ethanol, 16.7 ml of water and 16.7 ml of concentrated hydrochloric acid was added portionwise over 15-20 minutes sodium nitrite (1.18 g, 0.017 mol). The reaction mixture was stirred at 0°-5° C. for 2.5 hours, saturated with sodium chloride, extracted with methylene chloride, washed with water, brine, dried Na2SO4 and concentrated to give 3.1 g (73%) of t-butyl 7α-chloro-3-acetoxym... Isolated yield 73.0%. Starting materials: S(=O)(Cl)Cl (Thionyl chloride), CC1=NC(=C(C(=C1C)NCCCCCO)[N+](=O)[O-])OC1=CC=CC=C1 (5-[(2,3-dimethyl-5-nitro-6-phenoxypyridin-4-yl)amino]pentan-1-ol). Solvent: ClCCl (dichloromethane). The product is ClCCCCCNC1=C(C(=NC(=C1[N+](=O)[O-])OC1=CC=CC=C1)C)C (N-(5-chloropentyl)-2,3-dimethyl-5-nitro-6-phenoxypyridin-4-amine). The yield is 86.8%. RXN SMILES: S(Cl)([Cl:3])=O.[CH3:5][C:6]1[C:11]([CH3:12])=[C:10]([NH:13][CH2:14][CH2:15][CH2:16][CH2:17][CH2:18]O)[C:9]([N+:20]([O-:22])=[O:21])=[C:8]([O:23][C:24]2[CH:29]=[CH:28][CH:27]=[CH:26][CH:25]=2)[N:7]=1>ClCCl>[Cl:3][CH2:18][CH2:17][CH2:16][CH2:15][CH2:14][NH:13][C:10]1[C:9]([N+:20]([O-:22])=[O:21])=[C:8]([O:23][C:24]2[CH:29]=[CH:28][CH:27]=[CH:26][CH:25]=2)[N:7]=[C:6]([CH3:5])[C:11]=1[CH3:12]. Reported procedure: Thionyl chloride (10.72 mL, 147 mmol) was added dropwise to a mixture of 5-[(2,3-dimethyl-5-nitro-6-phenoxypyridin-4-yl)amino]pentan-1-ol (34.0 g, 98 mmol) and dichloromethane (250 mL). The reaction mixture was heated at reflux for 2 hours and then it was placed in an ice bath and quenched with water. The reaction mixture was concentrated under reduced pressure. The residue was combined with water (300 mL). Solid sodium bicarbonate was slowly added to pH 10; then the mixture was extracted with e... Starting materials: Clc1ccc2c(N3CCNCC3)ccnc2c1, ClCCl, Cc1ccc(N=C=O)cc1. Yields the product Cc1ccc(NC(=O)N2CCN(c3ccnc4cc(Cl)ccc34)CC2)cc1. As a reaction SMILES: [Cl:1][c:2]1[cH:3][cH:4][c:5]2[c:6]([N:12]3[CH2:13][CH2:14][NH:15][CH2:16][CH2:17]3)[cH:7][cH:8][n:9][c:10]2[cH:11]1.[Cl:28][CH2:29][Cl:30].[c:18]1([CH3:27])[cH:19][cH:20][c:21]([N:24]=[C:25]=[O:26])[cH:22][cH:23]1>>[Cl:1][c:2]1[cH:3][cH:4][c:5]2[c:6]([N:12]3[CH2:13][CH2:14][N:15]([C:25]([NH:24][c:21]4[cH:20][cH:19][c:18]([CH3:27])[cH:23][cH:22]4)=[O:26])[CH2:16][CH2:17]3)[cH:7][cH:8][n:9][c:10]2[cH:11]1. The reactants are NC=1C=C2C=CC=NC2=CC1 (6-aminoquinoline), BrC1=CC2=CC=CC=C2C=C1 (2-bromonapthalene), CC(C)([O-])C.[Na+] (sodium tert-butoxide). Reagents/catalysts: C=1C=CC(=CC1)/C=C/C(=O)/C=C/C2=CC=CC=C2.C=1C=CC(=CC1)/C=C/C(=O)/C=C/C2=CC=CC=C2.C=1C=CC(=CC1)/C=C/C(=O)/C=C/C2=CC=CC=C2.[Pd].[Pd] (tris(dibenzylideneacetone)dipalladium), C1(=CC=CC=C1)P(C1=C(C2=CC=CC=C2C=C1)C1=C(C=CC2=CC=CC=C12)P(C1=CC=CC=C1)C1=CC=CC=C1)C1=CC=CC=C1 (rac-2,2′-bis(diphenylphosphino)-1,1′-binapthyl). Run in C1(=CC=CC=C1)C (toluene). Product: C1=C(C=CC2=CC=CC=C12)NC=1C=C2C=CC=NC2=CC1 (N-2-naphthylquinolin-6-amine). Isolated yield 72.0%. Reaction SMILES: [NH2:1][C:2]1[CH:3]=[C:4]2[C:9](=[CH:10][CH:11]=1)[N:8]=[CH:7][CH:6]=[CH:5]2.Br[C:13]1[CH:22]=[CH:21][C:20]2[C:15](=[CH:16][CH:17]=[CH:18][CH:19]=2)[CH:14]=1.CC(C)([O-])C.[Na+]>C1C=CC(/C=C/C(/C=C/C2C=CC=CC=2)=O)=CC=1.C1C=CC(/C=C/C(/C=C/C2C=CC=CC=2)=O)=CC=1.C1C=CC(/C=C/C(/C=C/C2C=CC=CC=2)=O)=CC=1.[Pd].[Pd].C1(P(C2C=CC=CC=2)C2C=CC3C(=CC=CC=3)C=2C2C3C(=CC=CC=3)C=CC=2P(C2C=CC=CC=2)C2C=CC=CC=2)C=CC=CC=1.C1(C)C=CC=CC=1>[CH:19]1[C:20]2[C:15](=[CH:14][CH:13]=[CH:22][CH:21]=2)[CH:16]=[CH:17][C:18]=1[NH:1][C:2]1[CH:3]=[C:4]2[C:9](=[CH:10][CH:11]=1)[N:8]=[CH:7][CH:6]=[CH:5]2 |f:2.3,4.5.6.7.8|. Reported procedure: To a flask equipped with a magnetic stirrer, reflux condensor, and nitrogen inlet was added 6-aminoquinoline (6.69 grams, 46.4 mmoles), 2-bromonapthalene (9.15 grams, 44.2 mmoles), tris(dibenzylideneacetone)dipalladium (0) (0.80 grams, 0.87 mmoles), rac-2,2′-bis(diphenylphosphino)-1,1′-binapthyl (1.10 grams, 1.77 mmoles), sodium tert-butoxide (8.49 grams, 88.3 mmoles) and anhydrous toluene (90 mL). The contents of the flask were refluxed for five hours; cooled to room temperature; and filtered t... Reactants: N1CCC2(CC1)SC1=C(CS2)C=CC=C1 (spiro-(4H-1,3-benzodithiin-2,4'-piperidine)), C([O-])(O)=O.[Na+] (sodium bicarbonate), [N+](=O)([O-])C1=CC=C(C=C1)CCBr (2-(4-nitrophenyl)ethyl bromide). The solvent is CO (methanol). Yields the product [N+](=O)([O-])C1=CC=C(C=C1)CCS1C2=C(CSC13CCNCC3)C=CC=C2 (1-(2-(4-nitrophenyl)ethyl) spiro-(4H-1,3-benzodithiin-2,4'-piperidine)). As a reaction SMILES: [NH:1]1[CH2:6][CH2:5][C:4]2([S:11][CH2:10][C:9]3[CH:12]=[CH:13][CH:14]=[CH:15][C:8]=3[S:7]2)[CH2:3][CH2:2]1.C(=O)(O)[O-].[Na+].[N+:21]([C:24]1[CH:29]=[CH:28][C:27]([CH2:30][CH2:31]Br)=[CH:26][CH:25]=1)([O-:23])=[O:22]>CO>[N+:21]([C:24]1[CH:29]=[CH:28][C:27]([CH2:30][CH2:31][SH:7]2[C:4]3([CH2:3][CH2:2][NH:1][CH2:6][CH2:5]3)[S:11][CH2:10][C:9]3[CH:12]=[CH:13][CH:14]=[CH:15][C:8]2=3)=[CH:26][CH:25]=1)([O-:23])=[O:22] |f:1.2|. Reported procedure: To 111 mgs (0.47 mmol) of dithioketal from Step A in 1 mL of methanol was added 157 mgs of sodium bicarbonate and 118 mg (0.54 mmol) of 2-(4-nitrophenyl)ethyl bromide. The reaction was refluxed for 6 hrs and then concentrated at reduced pressure. The residue was chromotographed (silica gel, 2.5% CH3OH/CH2Cl2) to give after concentration and crystallization from ethyl acetate/Hexanes, 120 mgs of product as the free base. The reactants are CN1CCC(CC1)=CC1=C(C=C(C(=O)O)C=C1)C(F)(F)F (4-(1-methylpiperidin-4-ylidenemethyl)-3-trifluoromethylbenzoic acid), S(=O)(Cl)Cl (thionyl chloride). Product: Cl.CN1CCC(CC1)=CC1=C(C=C(C(=O)Cl)C=C1)C(F)(F)F (4-(1-methylpiperidin-4-ylidenemethyl)-3-trifluoromethylbenzoyl chloride hydrochloride). Reaction SMILES: [CH3:1][N:2]1[CH2:7][CH2:6][C:5](=[CH:8][C:9]2[CH:17]=[CH:16][C:12]([C:13](O)=[O:14])=[CH:11][C:10]=2[C:18]([F:21])([F:20])[F:19])[CH2:4][CH2:3]1.S(Cl)([Cl:24])=O>>[ClH:24].[CH3:1][N:2]1[CH2:7][CH2:6][C:5](=[CH:8][C:9]2[CH:17]=[CH:16][C:12]([C:13]([Cl:24])=[O:14])=[CH:11][C:10]=2[C:18]([F:21])([F:20])[F:19])[CH2:4][CH2:3]1 |f:2.3|. Procedure: This compound was prepared in the same manner as in Reference Example 1 (step 7), except that 4-(1-methylpiperidin-4-ylidenemethyl)-3-trifluoromethylbenzoic acid obtained in the step 3 was used, and that treatment after the reaction was that thionyl chloride was distilled off under reduced pressure, and then the operation of adding of toluene to the residue, followed by azeotropic removal of thionyl chloride was repeated three times.